This data is from the Open Reaction Database (ORD), a public repository of structured organic reaction records. The task is: describe an organic reaction: reactants, conditions, products, and yield Starting materials: FC=1C=C(C=CC1[N+](=O)[O-])O (3-fluoro-4-nitrophenol), CC1=CC=C(N)C=C1 (4-methylaniline). Run in C(C)(=O)OCC (ethyl acetate). Reaction conditions: temperature 140 celsius, time 14 hour. The product is CC1=CC=C(C=C1)NC=1C=C(C=CC1[N+](=O)[O-])O (3-(4-Methylphenyl)amino-4-nitrophenol). Reaction SMILES: F[C:2]1[CH:3]=[C:4]([OH:11])[CH:5]=[CH:6][C:7]=1[N+:8]([O-:10])=[O:9].[CH3:12][C:13]1[CH:19]=[CH:18][C:16]([NH2:17])=[CH:15][CH:14]=1>C(OCC)(=O)C>[CH3:12][C:13]1[CH:19]=[CH:18][C:16]([NH:17][C:2]2[CH:3]=[C:4]([OH:11])[CH:5]=[CH:6][C:7]=2[N+:8]([O-:10])=[O:9])=[CH:15][CH:14]=1. Reported procedure: 1.3 g of 3-fluoro-4-nitrophenol and 2.7 g of 4-methylaniline were mixed and stirred for 14 hours at 140° C. After cooling, it was dissolved in ethyl acetate and extracted three times with 4N aqueous hydrochloric acid. The organic phase was washed with saturated sodium chloride solution, dried on sodium sulfate, concentrated by evaporation in a vacuum, and the residue was crystallized from diisopropyl ether. 1.70 g was obtained. The reactants are C/C/1=C\CC/C(=C/C=C(\CC1)/C(C)C)/C (germacrene C). Solvent: CCCCC (pentane). Reaction conditions: temperature 35 celsius. The product is CC(C)C1=CC(C(CC1)(C)C=C)C(=C)C (δ-elemene). RXN SMILES: [CH3:1][C:2]1=[CH:3][CH2:4][CH2:5][C:6]([CH3:15])=[CH:7][CH:8]=[C:9]([CH:12]([CH3:14])[CH3:13])[CH2:10][CH2:11]1>CCCCC>[CH3:14][CH:12]([C:9]1[CH2:8][CH2:7][C:6]([CH:5]=[CH2:4])([CH3:15])[CH:11]([C:2]([CH3:1])=[CH2:3])[CH:10]=1)[CH3:13]. Procedure: Preliminary studies, in which leaf extracts were compared to steam distillates by standard GC-MS methods (hot injector) and by cool on-column injection, revealed that the target metabolite, germacrene C (FIG. 1), was prone to thermal rearrangement to a compound with shorter GC retention time but nearly identical mass spectrum. This compound was absent in the pentane leaf extract when analyzed by cool (35° C.) on-column injection, but was present when the same pentane extract was injected onto a ... The reactants are C1(CC1)C=1NC=C(N1)C1=C(C=C(C=C1)OC)OC (2-cyclopropyl-4-(2,4-dimethoxy-phenyl)-1H-imidazole), COC(Cl)Cl (dichloromethyl methyl ether). Reagents/catalysts: [Ti](Cl)(Cl)(Cl)Cl (titanium tetrachloride). Conditions: time 4.5 hour. The product is C1(CC1)C=1NC=C(N1)C=1C(=CC(=C(C=O)C1)OC)OC (5-(2-cyclopropyl-1H-imidazol-4-yl)-2,4-dimethoxy-benzaldehyde). Reaction SMILES: [CH:1]1([C:4]2[NH:5][CH:6]=[C:7]([C:9]3[CH:14]=[CH:13][C:12]([O:15][CH3:16])=[CH:11][C:10]=3[O:17][CH3:18])[N:8]=2)[CH2:3][CH2:2]1.[CH3:19][O:20]C(Cl)Cl>[Ti](Cl)(Cl)(Cl)Cl>[CH:1]1([C:4]2[NH:5][CH:6]=[C:7]([C:9]3[C:10]([O:17][CH3:18])=[CH:11][C:12]([O:15][CH3:16])=[C:13]([CH:14]=3)[CH:19]=[O:20])[N:8]=2)[CH2:3][CH2:2]1. Reported procedure: Ex-105B: To a solution of 2-cyclopropyl-4-(2,4-dimethoxy-phenyl)-1H-imidazole (0.51 g, 2.09 mmol) was added dichloromethyl methyl ether (0.28 mL, 3.13 mmol) followed by addition of titanium tetrachloride (1.0M in dichloromethane, 8.4 mL, 8.4 mmol) dropwise at 0° C. The solution was allowed to warm up to ambient temperature and stir for 4.5 hours. The reaction mixture was then poured into ice. The aqueous layer was adjusted to pH 12 and extracted with dichloromethane. The combined solution of dic... Starting materials: ClC1=CC=NC2=CC(=C(C=C12)C#N)OCCCN1CCCC1 (4-chloro-6-cyano-7-(3-(pyrrolidin-1-yl)propoxy)quinoline), ClC1=CC=NC2=CC(=C(C=C12)C#N)O (4-chloro-6-cyano-7-hydroxyquinoline), OCCCN1CCN(CC1)C (1-(3-hydroxypropyl)-4-methylpiperazine). Product: ClC1=CC=NC2=CC(=C(C=C12)C#N)OCCCN1CCN(CC1)C (4-chloro-6-cyano-7-(3-(4-methylpiperazin-1-yl)propoxy)quinoline). Isolated yield 90.0%. Reaction SMILES: [Cl:1][C:2]1[C:11]2[C:6](=[CH:7][C:8]([O:14][CH2:15][CH2:16][CH2:17][N:18]3[CH2:22][CH2:21][CH2:20][CH2:19]3)=[C:9]([C:12]#[N:13])[CH:10]=2)[N:5]=[CH:4][CH:3]=1.ClC1C2C(=CC(O)=C(C#N)C=2)[N:27]=[CH:26]C=1.OCCCN1CCN(C)CC1>>[Cl:1][C:2]1[C:11]2[C:6](=[CH:7][C:8]([O:14][CH2:15][CH2:16][CH2:17][N:18]3[CH2:22][CH2:21][N:27]([CH3:26])[CH2:20][CH2:19]3)=[C:9]([C:12]#[N:13])[CH:10]=2)[N:5]=[CH:4][CH:3]=1. Procedure: Using an analogous procedure to that described for the preparation of 4-chloro-6-cyano-7-(3-(pyrrolidin-1-yl)propoxy)quinoline, (starting material in Example 11), 4-chloro-6-cyano-7-hydroxyquinoline (8.2 g, 40 mmol), (prepared as described for the starting material in Example 1), was reacted with 1-(3-hydroxypropyl)-4-methylpiperazine (7.6 g, 48 mmol) to give 4-chloro-6-cyano-7-(3-(4-methylpiperazin-1-yl)propoxy)quinoline (12.4 g, 90%).